Dataset: the Open Reaction Database (ORD), a public repository of structured organic reaction records. Task: describe an organic reaction: reactants, conditions, products, and yield The solvent is CN(C)C=O (DMF). Procedure: To a solution of 6-methoxy-2H-1,4-benzoxazin-3(4H)-one (Intermediate 48) (800 mg, 4.5 mmol) in DMF (16 mL) was added sodium hydride (60% in mineral oil, 260 mg, 6.5 mmol). After 20 minutes, (2-bromoethoxy)(tert-butyl)dimethylsilane (1.4 mL, 6.5 mmol) was added and it was heated to 70° C. in the microwave for 40 minutes. The reaction mixture was partitioned between water (100 mL) and ethyl acetate (100 mL). The aqueous phase was extracted with ethyl acetate (4×50 mL). The combined organic phases ... Run at temperature 70 celsius, time 20 minute. Yields the product [Si](C)(C)(C(C)(C)C)OCCN1C(COC2=C1C=C(C=C2)OC)=O (4-(2-{[tert-Butyl(dimethyl)silyl]oxy}ethyl)-6-methoxy-2H-1,4-benzoxazin-3(4H)-one). The reactants are BrCCO[Si](C)(C)C(C)(C)C ((2-bromoethoxy)(tert-butyl)dimethylsilane), COC=1C=CC2=C(NC(CO2)=O)C1 (6-Methoxy-2H-1,4-benzoxazin-3(4H)-one), COC=1C=CC2=C(NC(CO2)=O)C1 (6-Methoxy-2H-1,4-benzoxazin-3(4H)-one), [H-].[Na+] (sodium hydride). As a reaction SMILES: [CH3:1][O:2][C:3]1[CH:4]=[CH:5][C:6]2[O:11][CH2:10][C:9](=[O:12])[NH:8][C:7]=2[CH:13]=1.[H-].[Na+].Br[CH2:17][CH2:18][O:19][Si:20]([C:23]([CH3:26])([CH3:25])[CH3:24])([CH3:22])[CH3:21]>CN(C=O)C>[Si:20]([O:19][CH2:18][CH2:17][N:8]1[C:7]2[CH:13]=[C:3]([O:2][CH3:1])[CH:4]=[CH:5][C:6]=2[O:11][CH2:10][C:9]1=[O:12])([C:23]([CH3:26])([CH3:25])[CH3:24])([CH3:22])[CH3:21] |f:1.2|. Starting materials: COCCOCCO, Cl, C1COCCO1, O=C(NC(Cc1ccc(-c2ccccc2)cc1)CC(CO)C(=O)O)c1cnn[nH]1. Product: COCCOCCOC(=O)C(CO)CC(Cc1ccc(-c2ccccc2)cc1)NC(=O)c1cnn[nH]1. RXN SMILES: [CH3:31][O:32][CH2:33][CH2:34][O:35][CH2:36][CH2:37][OH:38].[ClH:30].[O:39]1[CH2:40][CH2:41][O:42][CH2:43][CH2:44]1.[c:1]1(-[c:24]2[cH:25][cH:26][cH:27][cH:28][cH:29]2)[cH:2][cH:3][c:4]([CH2:7][CH:8]([CH2:9][CH:10]([C:11](=[O:12])[OH:13])[CH2:14][OH:15])[NH:16][C:17](=[O:18])[c:19]2[nH:20][n:21][n:22][cH:23]2)[cH:5][cH:6]1>>[c:1]1(-[c:24]2[cH:25][cH:26][cH:27][cH:28][cH:29]2)[cH:2][cH:3][c:4]([CH2:7][CH:8]([CH2:9][CH:10]([C:11]([O:12][CH2:37][CH2:36][O:35][CH2:34][CH2:33][O:32][CH3:31])=[O:13])[CH2:14][OH:15])[NH:16][C:17](=[O:18])[c:19]2[nH:20][n:21][n:22][cH:23]2)[cH:5][cH:6]1. The reactants are C(C)(C)(C)C=1C=C(C=C(C1O)C(C)(C)C)C1=C(C(OC2=C1C=C1C(=C2)CCC1)=O)C(=O)OCC (ethyl 4-(3,5-di-tert-butyl-4-hydroxyphenyl)-2-oxo-2,6,7,8-tetrahydrocyclopenta[g][1]benzopyran-3-carboxylate), [OH-].[K+] (potassium hydroxide), C(C)O (ethanol), Cl (HCl). Run in O (water). Run at time 3 hour. The product is C(C)(C)(C)C=1C=C(C=C(C1O)C(C)(C)C)C1=C(C(OC2=C1C=C1C(=C2)CCC1)=O)C(=O)O (4-(3,5-di-tert-butyl-4-hydroxyphen-yl)-2-oxo-2,6,7,8-tetrahydrocyclopenta[g][1]benzopyran-3-carboxylic acid). RXN SMILES: [C:1]([C:5]1[CH:6]=[C:7]([C:16]2[C:21]3[CH:22]=[C:23]4[CH2:28][CH2:27][CH2:26][C:24]4=[CH:25][C:20]=3[O:19][C:18](=[O:29])[C:17]=2[C:30]([O:32]CC)=[O:31])[CH:8]=[C:9]([C:12]([CH3:15])([CH3:14])[CH3:13])[C:10]=1[OH:11])([CH3:4])([CH3:3])[CH3:2].[OH-].[K+].C(O)C.Cl>O>[C:12]([C:9]1[CH:8]=[C:7]([C:16]2[C:21]3[CH:22]=[C:23]4[CH2:28][CH2:27][CH2:26][C:24]4=[CH:25][C:20]=3[O:19][C:18](=[O:29])[C:17]=2[C:30]([OH:32])=[O:31])[CH:6]=[C:5]([C:1]([CH3:4])([CH3:3])[CH3:2])[C:10]=1[OH:11])([CH3:13])([CH3:14])[CH3:15] |f:1.2|. Reported procedure: A mixture of ethyl 4-(3,5-di-tert-butyl-4-hydroxyphenyl)-2-oxo-2,6,7,8-tetrahydrocyclopenta[g][1]benzopyran-3-carboxylate (1.85 g), potassium hydroxide (1.12 g) and 80% ethanol (12 ml) was stirred at room temperature for 3 hours. The reaction mixture was then diluted with water, adjusted to pH4 with 6N HCl and extracted with ethyl acetate. The extract was washed with water and dried (MgSO4) and the solvent was distilled off to give crystals of 4-(3,5-di-tert-butyl-4-hydroxyphen-yl)-2-oxo-2,6,7,8... Reactants: C([O-])([O-])=O.[Na+].[Na+] (sodium carbonate), C(CC(O)(C(=O)O)CC(=O)O)(=O)O (Citric acid), compound III, C(C1=CC=CC=C1)(=O)O (benzoic acid), hobt-hydrate, CN(C)C=O (DMF), CCN=C=NCCCN(C)C (EDAC), TEA, C(CC(O)(C(=O)O)CC(=O)O)(=O)O (Citric acid). Solvent: BrCC(C(C)C)=O (1-bromo-3-methylbutan-2-one). Conditions: time 60 hour. Product: COC1=C(C=C2C(=NC(=NC2=C1)C1=CC=CC=C1)O)C (7-Methoxy-6-methyl-2-phenyl-quinazoline-4-ol). RXN SMILES: C(O)(=O)[C:2]1[CH:7]=[CH:6][CH:5]=[CH:4][CH:3]=1.CC[N:12]=[C:13]=[N:14][CH2:15][CH2:16][CH2:17]N(C)C.[C:21](O)(=O)[CH2:22][C:23]([CH2:28]C(O)=O)(C(O)=O)O.[C:34](=[O:37])([O-])[O-].[Na+].[Na+].CN([CH:43]=[O:44])C>BrCC(=O)C(C)C>[CH3:43][O:44][C:17]1[CH:16]=[C:15]2[C:21]([C:34]([OH:37])=[N:12][C:13]([C:2]3[CH:3]=[CH:4][CH:5]=[CH:6][CH:7]=3)=[N:14]2)=[CH:22][C:23]=1[CH3:28] |f:3.4.5|. Reported procedure: To a mixture of compound III (1.8 g, 10 mmol), benzoic acid (1.46 g, 12 mmol) and hobt-hydrate (1.87 g, 12 mmol) in dry DMF (60 ml) was added EDAC (2.4 g, 12.5 mmol) and TEA (1.75 ml, 12.5 mmol) and the mixture was stirred at room temperature for 60 h. 5% Citric acid was added and the mixture was evaporated three times with ethyl acetate. The organic phase was washed with brine and saturated sodium hydrogen carbonate solution. The organic phase was dried with sodium sulphate and evaporated under... Reaction conditions: temperature 0 celsius, time 20 minute. Solvent: C1CCOC1 (THF). Procedure details: To a 0° C. solution of triisopropylsilyl 4-{2′-[(1-{[(cyanomethyl)amino]carbonyl}-cyclohexyl)sulfanyl][1,1′-biphenyl]-4yl}-1-piperazinecarboxylate (35 mg, 0.055 mmol) in THF (8 mL) was added TBAF (1 M in THF, 0.08 mL). The solution was stirred at 0° C. for 20 min, then partitioned between EtOAc and saturated aq. NaHCO3. The organic phase was washed with water and brine, then dried over MgSO4 and concentrated and placed under vacuum for 6 h to give N-(cyanomethyl)-1-{[4′-(1-piperazinyl)[1,1 ′-bip... Yields the product C(#N)CNC(=O)C1(CCCCC1)SC1=C(C=CC=C1)C1=CC=C(C=C1)N1CCNCC1 (N-(cyanomethyl)-1-{[4′-(1-piperazinyl)[1,1 ′-biphenyl]-2-yl]sulfanyl}cyclohexanecarboxamide). Reaction SMILES: [C:1]([CH2:3][NH:4][C:5]([C:7]1([S:13][C:14]2[CH:19]=[CH:18][CH:17]=[CH:16][C:15]=2[C:20]2[CH:25]=[CH:24][C:23]([N:26]3[CH2:31][CH2:30][N:29](C(O[Si](C(C)C)(C(C)C)C(C)C)=O)[CH2:28][CH2:27]3)=[CH:22][CH:21]=2)[CH2:12][CH2:11][CH2:10][CH2:9][CH2:8]1)=[O:6])#[N:2].CCCC[N+](CCCC)(CCCC)CCCC.[F-]>C1COCC1>[C:1]([CH2:3][NH:4][C:5]([C:7]1([S:13][C:14]2[CH:19]=[CH:18][CH:17]=[CH:16][C:15]=2[C:20]2[CH:25]=[CH:24][C:23]([N:26]3[CH2:27][CH2:28][NH:29][CH2:30][CH2:31]3)=[CH:22][CH:21]=2)[CH2:12][CH2:11][CH2:10][CH2:9][CH2:8]1)=[O:6])#[N:2] |f:1.2|. Reactants: C(#N)CNC(=O)C1(CCCCC1)SC1=C(C=CC=C1)C1=CC=C(C=C1)N1CCN(CC1)C(=O)O[Si](C(C)C)(C(C)C)C(C)C (triisopropylsilyl 4-{2′-[(1-{[(cyanomethyl)amino]carbonyl}-cyclohexyl)sulfanyl][1,1′-biphenyl]-4yl}-1-piperazinecarboxylate), CCCC[N+](CCCC)(CCCC)CCCC.[F-] (TBAF). The reactants are NCCCN(CCO)CCO (N-(3-Aminopropyl)diethanolamine), C(C)N(CCNC(=O)OCC1=C(C=CC=C1)N(C=O)CCCCCCCCCCCCCCCCCC)CC ([2-[[N-[2-(Diethylamino)ethyl]carbamoyloxy]methyl]phenyl]-N-octadecylformamide). Solvent: C(Cl)(Cl)Cl (chloroform). Run at temperature 70 celsius, time 2.5 hour. The product is OCCN(CCCNC(=O)OCC1=C(C=CC=C1)N(C=O)CCCCCCCCCCCCCCCCCC)CCO ([2-[[N-[3-[Bis(2-hydroxyethyl)amino]propyl]carbamoyloxy]methyl]phenyl]-N-octadecylformamide). Yield: 41.2%. As a reaction SMILES: [NH2:1][CH2:2][CH2:3][CH2:4][N:5]([CH2:9][CH2:10][OH:11])[CH2:6][CH2:7][OH:8].C(N(CC)CCN[C:18]([O:20][CH2:21][C:22]1[CH:27]=[CH:26][CH:25]=[CH:24][C:23]=1[N:28]([CH2:31][CH2:32][CH2:33][CH2:34][CH2:35][CH2:36][CH2:37][CH2:38][CH2:39][CH2:40][CH2:41][CH2:42][CH2:43][CH2:44][CH2:45][CH2:46][CH2:47][CH3:48])[CH:29]=[O:30])=[O:19])C>C(Cl)(Cl)Cl>[OH:8][CH2:7][CH2:6][N:5]([CH2:9][CH2:10][OH:11])[CH2:4][CH2:3][CH2:2][NH:1][C:18]([O:20][CH2:21][C:22]1[CH:27]=[CH:26][CH:25]=[CH:24][C:23]=1[N:28]([CH2:31][CH2:32][CH2:33][CH2:34][CH2:35][CH2:36][CH2:37][CH2:38][CH2:39][CH2:40][CH2:41][CH2:42][CH2:43][CH2:44][CH2:45][CH2:46][CH2:47][CH3:48])[CH:29]=[O:30])=[O:19]. Procedure: N-(3-Aminopropyl)diethanolamine (0.89 g) was added to the intermediate (a) (2.62g) obtained in Example 28. After being stirred for 2.5 hours at 70° C., the reaction mixture, with chloroform added thereto, was washed with 1N sodium hydroxide aqueous solution and saturated brine successively, dried over sodium sulfate anhydride, and then filtrated. The solvent was evaporated out and the residue was purified by silica gel column chromatography (silica gel 70 g, chloroform:methanol=50:1-30:1), there...